From a dataset of the Open Reaction Database (ORD), a public repository of structured organic reaction records. describe an organic reaction: reactants, conditions, products, and yield The reactants are CON, CCO, Cl, CCC(=O)c1cc(Br)c(O)c(CN)c1, c1ccncc1. Yields the product CCC(=NOC)c1cc(Br)c(O)c(CN)c1. Reaction SMILES: [CH3:16][O:17][NH2:18].[CH3:19][CH2:20][OH:21].[ClH:15].[NH2:1][CH2:2][c:3]1[cH:4][c:5]([C:11]([CH2:12][CH3:13])=[O:14])[cH:6][c:7]([Br:10])[c:8]1[OH:9].[cH:22]1[cH:23][cH:24][n:25][cH:26][cH:27]1>>[NH2:1][CH2:2][c:3]1[cH:4][c:5]([C:11]([CH2:12][CH3:13])=[N:18][O:17][CH3:16])[cH:6][c:7]([Br:10])[c:8]1[OH:9]. The reactants are COc1ccc(C(=O)CBr)cc1, COC(=O)c1ccc(Br)[nH]1, [Cl-], [H-], [NH4+], [Na+], CN(C)C=O. As a reaction SMILES: [Br:13][CH2:14][C:15](=[O:16])[c:17]1[cH:18][cH:19][c:20]([O:23][CH3:24])[cH:21][cH:22]1.[Br:1][c:2]1[cH:3][cH:4][c:5]([C:7](=[O:8])[O:9][CH3:10])[nH:6]1.[Cl-:25].[H-:11].[NH4+:26].[Na+:12].[O:27]=[CH:28][N:29]([CH3:30])[CH3:31]>>[Br:1][c:2]1[cH:3][cH:4][c:5]([C:7](=[O:8])[O:9][CH3:10])[n:6]1[CH2:14][C:15](=[O:16])[c:17]1[cH:18][cH:19][c:20]([O:23][CH3:24])[cH:21][cH:22]1. The product is COC(=O)c1ccc(Br)n1CC(=O)c1ccc(OC)cc1. Starting materials: N1CCC(CC1)CCO (4-piperidineethanol), O (Water), ClCC=1C(=NC=CC1)OC (3-(chloromethyl)-2-methoxypyridine), C([O-])([O-])=O.[K+].[K+] (potassium carbonate). The solvent is CN(C=O)C (N,N-dimethylformamide). Conditions: time 12 hour. The product is COC1=NC=CC=C1CN1CCC(CC1)CCO (1-[(2-Methoxy-3-pyridyl)methyl]-4-piperidineethanol). Reaction SMILES: [NH:1]1[CH2:6][CH2:5][CH:4]([CH2:7][CH2:8][OH:9])[CH2:3][CH2:2]1.Cl[CH2:11][C:12]1[C:13]([O:18][CH3:19])=[N:14][CH:15]=[CH:16][CH:17]=1.C(=O)([O-])[O-].[K+].[K+].O>CN(C)C=O>[CH3:19][O:18][C:13]1[C:12]([CH2:11][N:1]2[CH2:6][CH2:5][CH:4]([CH2:7][CH2:8][OH:9])[CH2:3][CH2:2]2)=[CH:17][CH:16]=[CH:15][N:14]=1 |f:2.3.4|. Reported procedure: 8.2 g of 4-piperidineethanol, 10.0 g of 3-(chloromethyl)-2-methoxypyridine and 17.5 g of potassium carbonate were suspended in 65 ml of N,N-dimethylformamide, and the mixture was stirred at room temperature for 12 hours. Water was added to the reaction solution, and the mixture was extracted with ethyl acetate. The organic layer was washed with brine, and then dried over anhydrous magnesium sulfate. The solvent was evaporated, to give the title compound as a yellow oil (quantitatively). Starting materials: FC(C1=NN(C=C1C(=O)O)C)(F)F (3-(Trifluoromethyl)-1-methyl-1H-pyrazole-4-carboxylic acid), C(C(=O)Cl)(=O)Cl (oxalyl chloride). The reagents and catalysts are CN(C=O)C (dimethylformamide). The solvent is ClCCl (dichloromethane). Product: CN1N=C(C(=C1)C(=O)Cl)C(F)(F)F (1-Methyl-3-(trifluoromethyl)-1H-pyrazole-4-carbonyl chloride). Isolated yield 98.6%. RXN SMILES: [F:1][C:2]([F:13])([F:12])[C:3]1[C:7]([C:8](O)=[O:9])=[CH:6][N:5]([CH3:11])[N:4]=1.C(Cl)(=O)C([Cl:17])=O>ClCCl.CN(C)C=O>[CH3:11][N:5]1[CH:6]=[C:7]([C:8]([Cl:17])=[O:9])[C:3]([C:2]([F:13])([F:12])[F:1])=[N:4]1. Procedure: To 3-(Trifluoromethyl)-1-methyl-1H-pyrazole-4-carboxylic acid (3.00 g, 15.5 mmol) suspended in dichloromethane was added oxalyl chloride (2.24 g, 17.8 mmol) and dimethylformamide (one drop). The reaction mixture was stirred at room temperature until bubbling stopped at which point the organic solution was evaporated in vacuo to obtain 3.25 g (99%) of the title compound. The reactants are CC(C)(C)O, CC=C(C)C, [O-][Cl+][O-], O=Cc1cnc(-c2cc(Oc3cccc(CCC(=O)Nc4ccc(Cl)c(C(F)(F)F)c4)c3)ccn2)[nH]1, [Na+], [Na+], O, O=P([O-])(O)O. Yields the product O=C(CCc1cccc(Oc2ccnc(-c3nc(C(=O)O)c[nH]3)c2)c1)Nc1ccc(Cl)c(C(F)(F)F)c1. RXN SMILES: [C:52]([OH:53])([CH3:54])([CH3:55])[CH3:56].[CH3:47][C:48](=[CH:49][CH3:50])[CH3:51].[Cl+:37]([O-:38])[O-:39].[Cl:1][c:2]1[c:3]([C:33]([F:34])([F:35])[F:36])[cH:4][c:5]([NH:8][C:9]([CH2:10][CH2:11][c:12]2[cH:13][c:14]([O:18][c:19]3[cH:20][c:21](-[c:25]4[nH:26][c:27]([CH:30]=[O:31])[cH:28][n:29]4)[n:22][cH:23][cH:24]3)[cH:15][cH:16][cH:17]2)=[O:32])[cH:6][cH:7]1.[Na+:40].[Na+:41].[OH2:57].[OH:42][P:43](=[O:44])([O-:45])[OH:46]>>[Cl:1][c:2]1[c:3]([C:33]([F:34])([F:35])[F:36])[cH:4][c:5]([NH:8][C:9]([CH2:10][CH2:11][c:12]2[cH:13][c:14]([O:18][c:19]3[cH:20][c:21](-[c:25]4[n:26][c:27]([C:30](=[O:31])[OH:38])[cH:28][nH:29]4)[n:22][cH:23][cH:24]3)[cH:15][cH:16][cH:17]2)=[O:32])[cH:6][cH:7]1. Reactants: [N-]=[N+]=[N-].[Na+] (sodium azide), BrC1=C(N=C2N(C1=O)C(=CS2)C)C(C)Br (6-bromo-7-(1-bromoethyl)-3-methyl-5H-[1,3]thiazolo[3,2-a]pyrimidin-5-one), C([O-])(O)=O.[Na+] (sodium bicarbonate). The solvent is CN(C=O)C (N,N-dimethylformamide), O (water). Conditions: time 7.5 minute. The product is N(=[N+]=[N-])C(C)C=1N=C2N(C(C1Br)=O)C(=CS2)C (7-(1-azidoethyl)-6-bromo-3-methyl-5H-thiazolo[3,2-a]pyrimidin-5-one). Yield: 97.5%. Reaction SMILES: [Br:1][C:2]1[C:7](=[O:8])[N:6]2[C:9]([CH3:12])=[CH:10][S:11][C:5]2=[N:4][C:3]=1[CH:13](Br)[CH3:14].[N-:16]=[N+:17]=[N-:18].[Na+].C(=O)(O)[O-].[Na+]>CN(C)C=O.O>[N:16]([CH:13]([C:3]1[N:4]=[C:5]2[S:11][CH:10]=[C:9]([CH3:12])[N:6]2[C:7](=[O:8])[C:2]=1[Br:1])[CH3:14])=[N+:17]=[N-:18] |f:1.2,3.4|. Procedure: To a suspension of 6-bromo-7-(1-bromoethyl)-3-methyl-5H-[1,3]thiazolo[3,2-a]pyrimidin-5-one (6.85 g, 19.4 mmol) in N,N-dimethylformamide (30.1 mL) was added sodium azide (1.45 g, 22.4 mmol). The mixture slowly turned clear after 5-10 min. After 50 min, a solution of sodium bicarbonate (4.7 g, 56 mmol) in water (90 mL) was added dropwise with stirring. The mixture was stirred at room temperature for 1 h and the solid precipitates were filtered off. The solid was then washed with water (30 mL×3), ... The reactants are COC=1C=C(CN2CCN(CC2)C(=S)[S-])C=C(C1OC)OC.[Na+] (sodium 4-(3,4,5-trimethoxybenzyl)-1-piperazinecarbodithioate), C(C)(C)I (isopropyl iodide). The solvent is C(C)O (ethanol). Conditions: time 8 hour. The product is COC=1C=C(CN2CCN(CC2)C(=S)SC(C)C)C=C(C1OC)OC (Isopropyl 4-(3,4,5-trimethoxybenzyl)-1-piperazinecarbodithioate). The yield is 70.3%. Reaction SMILES: [CH3:1][O:2][C:3]1[CH:4]=[C:5]([CH:16]=[C:17]([O:21][CH3:22])[C:18]=1[O:19][CH3:20])[CH2:6][N:7]1[CH2:12][CH2:11][N:10]([C:13]([S-:15])=[S:14])[CH2:9][CH2:8]1.[Na+].[CH:24](I)([CH3:26])[CH3:25]>C(O)C>[CH3:22][O:21][C:17]1[CH:16]=[C:5]([CH:4]=[C:3]([O:2][CH3:1])[C:18]=1[O:19][CH3:20])[CH2:6][N:7]1[CH2:8][CH2:9][N:10]([C:13]([S:15][CH:24]([CH3:26])[CH3:25])=[S:14])[CH2:11][CH2:12]1 |f:0.1|. Reported procedure: In 2 ml of ethanol was suspended 364 mg of sodium 4-(3,4,5-trimethoxybenzyl)-1-piperazinecarbodithioate, and to the suspension was added 204 mg of isopropyl iodide. The resulting homogeneoussolution was stirred overnight at room temperature. Ethanol was distilled off from the solution, and to the residue were added ether and water. The ether portion was taken out, washed with a saturated aqueous sodium chloride solution, dried over anhydrous sodium sulfate, and placed under reduced pressure to e... The reactants are FC1=CC(=C(C(=O)OC)C=C1)OC1=C(C(=CC=C1)F)[N+](=O)[O-] (methyl 4-fluoro-2-(3-fluoro-2-nitrophenoxy)benzoate), COC1=CC=C(C=C1)C(N)C1=CC=C(C=C1)OC (bis(4-methoxyphenyl)methanamine), C(C)N(C(C)C)C(C)C (N-ethyl-N-isopropylpropan-2-amine). Run in CN1C(CCC1)=O (1-methyl-2-pyrrolidinone). Yields the product COC1=CC=C(C=C1)C(C1=CC=C(C=C1)OC)NC=1C(=C(OC2=C(C(=O)OC)C=CC(=C2)F)C=CC1)[N+](=O)[O-] (methyl 2-(3-(bis(4-methoxyphenyl)methylamino)-2-nitrophenoxy)-4-fluorobenzoate). Reaction SMILES: [F:1][C:2]1[CH:11]=[CH:10][C:5]([C:6]([O:8][CH3:9])=[O:7])=[C:4]([O:12][C:13]2[CH:18]=[CH:17][CH:16]=[C:15](F)[C:14]=2[N+:20]([O-:22])=[O:21])[CH:3]=1.[CH3:23][O:24][C:25]1[CH:30]=[CH:29][C:28]([CH:31]([C:33]2[CH:38]=[CH:37][C:36]([O:39][CH3:40])=[CH:35][CH:34]=2)[NH2:32])=[CH:27][CH:26]=1.C(N(C(C)C)C(C)C)C>CN1CCCC1=O>[CH3:40][O:39][C:36]1[CH:35]=[CH:34][C:33]([CH:31]([NH:32][C:15]2[C:14]([N+:20]([O-:22])=[O:21])=[C:13]([CH:18]=[CH:17][CH:16]=2)[O:12][C:4]2[CH:3]=[C:2]([F:1])[CH:11]=[CH:10][C:5]=2[C:6]([O:8][CH3:9])=[O:7])[C:28]2[CH:29]=[CH:30][C:25]([O:24][CH3:23])=[CH:26][CH:27]=2)=[CH:38][CH:37]=1. Procedure details: A solution of EXAMPLE 368A (1.33 g), bis(4-methoxyphenyl)methanamine (1.046 g) and N-ethyl-N-isopropylpropan-2-amine (1.127 ml) in anhydrous 1-methyl-2-pyrrolidinone (20 mL) was stirred at 120° C. overnight. The mixture was concentrated and the residue was taken up in water (100 mL) and extracted with dichloromethane. The residue was absorbed on silica and purified by chromatography on a silica gel column, eluting with 25% ethyl acetate in hexane to provide the title compound. Starting materials: C(C)(=O)C1=CC2=CC=C(C=C2C=C1)C (2-acetyl-6-methylnaphthalene), C(C)(=O)O (acetic acid), O=O (oxygen), O=O (oxygen). Reagents/catalysts: C(C)(=O)[O-].[Mn+2].C(C)(=O)[O-] (manganese(II) acetate), [Cr].[Co] (Hastelloy C). Run in O (water). Run at temperature 140 celsius. Yields the product CC=1C=C2C=CC(=CC2=CC1)C(=O)O (6-methyl-2-naphthoic acid). Yield: 69.6%. Reaction SMILES: [C:1]([C:4]1[CH:13]=[CH:12][C:11]2[C:6](=[CH:7][CH:8]=[C:9]([CH3:14])[CH:10]=2)[CH:5]=1)(=[O:3])C.C(O)(=[O:17])C.O=O>[Cr].[Co].C([O-])(=O)C.[Mn+2].C([O-])(=O)C.O>[CH3:14][C:9]1[CH:10]=[C:11]2[C:6](=[CH:7][CH:8]=1)[CH:5]=[C:4]([C:1]([OH:3])=[O:17])[CH:13]=[CH:12]2 |f:3.4,5.6.7|. Procedure: A Hastelloy C autoclave equipped with heater, stirrer, gas introduction tube, temperature sensor, pressure gauge and pressurized reflux condenser was charged with 100 g of 2-acetyl-6-methylnaphthalene, 380 g of acetic acid, 20 g of water and 15 g of manganese(II) acetate. Compressed air was passed, with stirring, through the solution at 140° C. and a pressure of 25 bar, with a gas escape rate of 3 liters per minute. The reaction was observed by continuously measuring the oxygen content in the ex...